This data is from the Open Reaction Database (ORD), a public repository of structured organic reaction records. The task is: describe an organic reaction: reactants, conditions, products, and yield Reactants: N1N=C(C=C1)C1=C(OCC(=O)OCC)C=CC=C1 (ethyl 2-(2-(1H-pyrazol-3-yl)phenoxy)acetate), NCC(CN1CC2=CC=CC=C2CC1)O (1-amino-3-(3,4-dihydroisoquinolin-2(1H)-yl)propan-2-ol). Run in C(C)(=O)OCC (ethyl acetate), CCO (EtOH). Conditions: temperature 120 celsius. Product: N1N=C(C=C1)C1=C(OCC(=O)NCC(CN2CC3=CC=CC=C3CC2)O)C=CC=C1 (2-(2-(1H-pyrazol-3-yl)phenoxy)-N-(3-(3,4-dihydroisoquinolin-2(1H)-yl)-2-hydroxypropyl)acetamide). The yield is 51.0%. RXN SMILES: [NH:1]1[CH:5]=[CH:4][C:3]([C:6]2[CH:18]=[CH:17][CH:16]=[CH:15][C:7]=2[O:8][CH2:9][C:10]([O:12]CC)=O)=[N:2]1.[NH2:19][CH2:20][CH:21]([OH:33])[CH2:22][N:23]1[CH2:32][CH2:31][C:30]2[C:25](=[CH:26][CH:27]=[CH:28][CH:29]=2)[CH2:24]1>CCO.C(OCC)(=O)C>[NH:1]1[CH:5]=[CH:4][C:3]([C:6]2[CH:18]=[CH:17][CH:16]=[CH:15][C:7]=2[O:8][CH2:9][C:10]([NH:19][CH2:20][CH:21]([OH:33])[CH2:22][N:23]2[CH2:32][CH2:31][C:30]3[C:25](=[CH:26][CH:27]=[CH:28][CH:29]=3)[CH2:24]2)=[O:12])=[N:2]1. Procedure: To a solution of ethyl 2-(2-(1H-pyrazol-3-yl)phenoxy)acetate (100 mg, 0.41 mmol) in EtOH (10 mL) was added 1-amino-3-(3,4-dihydroisoquinolin-2(1H)-yl)propan-2-ol (84 mg, 0.41 mmol). The mixture was stirred at 120° C. under microwave heating for 2 h. The reaction mixture was diluted with ethyl acetate (30 mL) and washed with water (10 mL), dried over Na2SO4 and concentrated to give the crude product. The residue was purified by prep-HPLC to afford the desired title compound (85 mg, 44%). 1H NMR (... The reactants are CCCCO, CS(C)=O, CCN(C(C)C)C(C)C, CC(C)n1cnc2c(NCc3cccnc3)nc(F)nc21, CC(O)CN. Product: CC(O)CNc1nc(NCc2cccnc2)c2ncn(C(C)C)c2n1. Reaction SMILES: [CH2:36]([OH:37])[CH2:38][CH2:39][CH3:40].[CH3:41][S:42]([CH3:43])=[O:44].[CH:22]([N:23]([CH2:24][CH3:25])[CH:26]([CH3:27])[CH3:28])([CH3:29])[CH3:30].[F:1][c:2]1[n:3][c:4]([NH:14][CH2:15][c:16]2[cH:17][n:18][cH:19][cH:20][cH:21]2)[c:5]2[n:6][cH:7][n:8]([CH:11]([CH3:12])[CH3:13])[c:9]2[n:10]1.[NH2:31][CH2:32][CH:33]([CH3:34])[OH:35]>>[c:2]1([NH:31][CH2:32][CH:33]([CH3:34])[OH:35])[n:3][c:4]([NH:14][CH2:15][c:16]2[cH:17][n:18][cH:19][cH:20][cH:21]2)[c:5]2[n:6][cH:7][n:8]([CH:11]([CH3:12])[CH3:13])[c:9]2[n:10]1. The reactants are CC1=C(OCC2CO2)C=CC=C1 (1-(o-methyl-phenoxy)-2,3-epoxypropane), CC1=NC=CN=C1OCCN (2-methyl-3-(2-amino-ethoxy)-pyrazine), CC1=C(OCC2CO2)C=CC=C1 (1-(o-methyl-phenoxy)-2,3-epoxy-propane). Solvent: C(C)(C)O (isopropanol). Conditions: time 24 hour. Yields the product CC1=NC=CN=C1OCCNCC(COC1=C(C=CC=C1)C)O (1-[2-(2-methyl-3-pyrazinyloxy)-ethyl-amino]-3-(2-methylphenoxy)-2-propanol). As a reaction SMILES: [CH3:1][C:2]1[CH:12]=[CH:11][CH:10]=[CH:9][C:3]=1[O:4][CH2:5][CH:6]1[O:8][CH2:7]1.[CH3:13][C:14]1[C:19]([O:20][CH2:21][CH2:22][NH2:23])=[N:18][CH:17]=[CH:16][N:15]=1>C(O)(C)C>[CH3:13][C:14]1[C:19]([O:20][CH2:21][CH2:22][NH:23][CH2:7][CH:6]([OH:8])[CH2:5][O:4][C:3]2[CH:9]=[CH:10][CH:11]=[CH:12][C:2]=2[CH3:1])=[N:18][CH:17]=[CH:16][N:15]=1. Procedure: A solution of 4.92 g of 1-(o-methyl-phenoxy)-2,3-epoxypropane and 4.59 g of 2-methyl-3-(2-amino-ethoxy)-pyrazine in 150 ml of isopropanol is stirred for 24 hours at about 20° C. and thereafter a further 1.47 g of 1-(o-methyl-phenoxy)-2,3-epoxy-propane are added. After standing for a further 24 hours at about 20° C., the reaction mixture is evaporated under a waterpump vacuum, the residue is dissolved in ether, the ether solution is extracted by shaking with 2 N hydrochloric acid and the combined... Reactants: C1=CC(=CC(=C1)O)CC(C(=O)O)N (DL-m-tyrosine), C=O (formaldehyde). Solvent: Cl (HCl). Reaction conditions: temperature 90 celsius. Product: OC=1C=C2CC(NCC2=CC1)C(=O)O (6-hydroxy-1,2,3,4-tetrahydroisoquinoline-3-carboxylic acid). The yield is 155.8%. Reaction SMILES: [CH:1]1[CH:6]=[C:5]([OH:7])[CH:4]=[C:3]([CH2:8][CH:9]([NH2:13])[C:10]([OH:12])=[O:11])[CH:2]=1.[CH2:14]=O>Cl>[OH:7][C:5]1[CH:4]=[C:3]2[C:2](=[CH:1][CH:6]=1)[CH2:14][NH:13][CH:9]([C:10]([OH:12])=[O:11])[CH2:8]2. Procedure: To a suspension of DL-m-tyrosine (5.00 g, 11.0 mmol) in 0.05 N HCl (50 mL) was added 37% aq. formaldehyde (5.00 mL, 5.2 g, 64.0 mmol) and the resulting slurry was heated at 90° C. for 1 h and then cooled to RT. The mixture was filtered and the resulting solid was washed with H2O and acetone and dried in vacuo to yield 6-hydroxy-1,2,3,4-tetrahydroisoquinoline-3-carboxylic acid (3.31 g, 52% yield) as an off-white solid. MS (EI) m/z: 194.0 (M+H+). 1H NMR (400 MHz, CD3OD): δ 7.03 (d, J=8.0 Hz, 1H), ... Starting materials: CCCC[N+](CCCC)(CCCC)CCCC, Fc1c(F)c(C(F)(F)F)c(F)c(F)c1CBr, [I-], CCC(=O)Oc1ccc(N)cc1C(=O)O, CN(C)C=O. Yields the product CCC(=O)Oc1ccc(NCc2c(F)c(F)c(C(F)(F)F)c(F)c2F)cc1C(=O)O. As a reaction SMILES: [CH2:33]([N+:34]([CH2:35][CH2:36][CH2:37][CH3:38])([CH2:39][CH2:40][CH2:41][CH3:42])[CH2:43][CH2:44][CH2:45][CH3:46])[CH2:47][CH2:48][CH3:49].[F:16][c:17]1[c:18]([CH2:19][Br:20])[c:21]([F:31])[c:22]([F:30])[c:23]([C:26]([F:27])([F:28])[F:29])[c:24]1[F:25].[I-:32].[NH2:1][c:2]1[cH:3][cH:4][c:5]([O:11][C:12]([CH2:13][CH3:14])=[O:15])[c:6]([C:7](=[O:8])[OH:9])[cH:10]1.[O:50]=[CH:51][N:52]([CH3:53])[CH3:54]>>[NH:1]([c:2]1[cH:3][cH:4][c:5]([O:11][C:12]([CH2:13][CH3:14])=[O:15])[c:6]([C:7](=[O:8])[OH:9])[cH:10]1)[CH2:19][c:18]1[c:17]([F:16])[c:24]([F:25])[c:23]([C:26]([F:27])([F:28])[F:29])[c:22]([F:30])[c:21]1[F:31]. Reactants: NCC1CCNCC1 (4-aminomethylpiperidine), ClC1=CC=C(C=C1)C(C)=O (4'-chloroacetophenone), ClC=1C=C(C=CC1)OCCBr (2-bromoethyl 3-chlorophenyl ether), C1(=CC=C(C=C1)S(=O)(=O)O)C (p-toluenesulphonic acid). Solvent: C1(=CC=CC=C1)C (toluene), C(C)N(CC)CC (triethylamine), O (water). Product: NCC1CCN(CC1)CCOC1=CC(=CC=C1)Cl (4-aminomethyl-1-[2-(3-chlorophenoxy)ethyl]piperidine). As a reaction SMILES: [NH2:1][CH2:2][CH:3]1[CH2:8][CH2:7][NH:6][CH2:5][CH2:4]1.ClC1C=CC(C(=O)C)=CC=1.C1(C)C=CC(S(O)(=O)=O)=CC=1.[Cl:30][C:31]1[CH:32]=[C:33]([O:37][CH2:38][CH2:39]Br)[CH:34]=[CH:35][CH:36]=1>C(N(CC)CC)C.O.C1(C)C=CC=CC=1>[NH2:1][CH2:2][CH:3]1[CH2:8][CH2:7][N:6]([CH2:39][CH2:38][O:37][C:33]2[CH:34]=[CH:35][CH:36]=[C:31]([Cl:30])[CH:32]=2)[CH2:5][CH2:4]1. Reported procedure: In a similar manner to Example 7, a mixture of 4-aminomethylpiperidine (2.9 g), 4'-chloroacetophenone (3.94 g), toluene (100 ml) and a catalytic amount of p-toluenesulphonic acid was boiled under reflux for five hours with removal of the water formed using a Dean and Stark apparatus. The mixture was cooled and treated with 2-bromoethyl 3-chlorophenyl ether (6.0 g) followed by triethylamine (3.54 ml). The mixture was boiled under reflux for 6 hours and then evaporated to dryness. 6M Hydrochloric ...